This data is from the Open Reaction Database (ORD), a public repository of structured organic reaction records. The task is: describe an organic reaction: reactants, conditions, products, and yield The reactants are Cl.Cl.Cl.N1C=NC(=C1)CN1CC(N(CC2=C1C=CC(=C2)C=2C=NC=CC2)C(C(F)(F)F)=O)CC2=CC=CC=C2 (2,3,4,5-Tetrahydro-1-(1H-imidazol-4-ylmethyl)-3-(phenylmethyl)-7-(3-pyridinyl)-4-(trifluoroacetyl)-1H-1,4-benzodiazepine, trihydrochloride), [Sn](Cl)Cl (tin (II) chloride), C(C)(=O)OCC (ethyl acetate). Reaction conditions: time 18 hour. The product is Cl.C(C)(=O)N1[C@@H](CN(C2=C(C1)C=C(C=C2)C2=CC=CC=C2)CC=2N=CNC2)CC2=CC=CC=C2 ((R)-4-Acetyl-2,3,4,5-tetrahydro-1-(1H-imidazol-4-ylmethyl)-7-phenyl-3-(phenylmethyl)-1H-1,4-benzodiazepine, monohydrochloride). Yield: 52.0%. As a reaction SMILES: Cl.Cl.Cl.[NH:4]1[CH:8]=[C:7]([CH2:9][N:10]2[C:16]3[CH:17]=[CH:18][C:19]([C:21]4[CH:22]=N[CH:24]=[CH:25][CH:26]=4)=[CH:20][C:15]=3[CH2:14][N:13]([C:27](=[O:32])[C:28](F)(F)F)[CH:12]([CH2:33][C:34]3[CH:39]=[CH:38][CH:37]=[CH:36][CH:35]=3)[CH2:11]2)[N:6]=[CH:5]1.[Sn](Cl)[Cl:41].[C:43](OCC)(=O)C>>[ClH:41].[C:27]([N:13]1[CH2:14][C:15]2[CH:20]=[C:19]([C:21]3[CH:22]=[CH:43][CH:24]=[CH:25][CH:26]=3)[CH:18]=[CH:17][C:16]=2[N:10]([CH2:9][C:7]2[N:6]=[CH:5][NH:4][CH:8]=2)[CH2:11][C@H:12]1[CH2:33][C:34]1[CH:35]=[CH:36][CH:37]=[CH:38][CH:39]=1)(=[O:32])[CH3:28] |f:0.1.2.3,6.7|. Procedure details: A mixture of Compound B (660 mg, 1.68 mmol), tin (II) chloride (1.52 g, 6.7 mmol) and ethyl acetate (75 mL) was stirred at room temperature for 18 hours and quenched with aqueous and then solid potassium carbonate (5 mL, then 5 gms). The mixture was filtered, the filtrate partitioned and the organic phase dried (MgSO4), concentrated in vacuum, and purified using flash chromatography (3:1 hexane:ethyl acetate) to provide Compound C (315 mg, 52%) as a clear oil. The reactants are ClC1=NC(=CC(=C1)C=1C=C(N)C=CC1C)N1CCOCC1 (3-(2-chloro-6-morpholinopyridin-4-yl)-4-methylaniline), O1CCC(=CC1)B1OC(C(O1)(C)C)(C)C (2-(3,6-dihydro-2H-pyran-4-yl)-4,4,5,5-tetramethyl-1,3,2-dioxaborolane). The reagents and catalysts are C1=CC=C(C=C1)P([C-]2C=CC=C2)C3=CC=CC=C3.C1=CC=C(C=C1)P([C-]2C=CC=C2)C3=CC=CC=C3.Cl[Pd]Cl.[Fe+2].C(Cl)Cl (PdCl2(dppf) DCM). Run in COCCOC (DME), C([O-])([O-])=O.[Na+].[Na+] (sodium carbonate). Product: O1CCC(=CC1)C1=NC(=CC(=C1)C=1C=C(N)C=CC1C)N1CCOCC1 (3-(2-(3,6-dihydro-2H-pyran-4-yl)-6-morpholinopyridin-4-yl)-4-methylaniline). Yield: 69.0%. Reaction SMILES: Cl[C:2]1[CH:7]=[C:6]([C:8]2[CH:9]=[C:10]([CH:12]=[CH:13][C:14]=2[CH3:15])[NH2:11])[CH:5]=[C:4]([N:16]2[CH2:21][CH2:20][O:19][CH2:18][CH2:17]2)[N:3]=1.[O:22]1[CH2:27][CH:26]=[C:25](B2OC(C)(C)C(C)(C)O2)[CH2:24][CH2:23]1>COCCOC.C(=O)([O-])[O-].[Na+].[Na+].C1C=CC(P(C2C=CC=CC=2)[C-]2C=CC=C2)=CC=1.C1C=CC(P(C2C=CC=CC=2)[C-]2C=CC=C2)=CC=1.Cl[Pd]Cl.[Fe+2].C(Cl)Cl>[O:22]1[CH2:23][CH:24]=[C:25]([C:2]2[CH:7]=[C:6]([C:8]3[CH:9]=[C:10]([CH:12]=[CH:13][C:14]=3[CH3:15])[NH2:11])[CH:5]=[C:4]([N:16]3[CH2:21][CH2:20][O:19][CH2:18][CH2:17]3)[N:3]=2)[CH2:26][CH2:27]1 |f:3.4.5,6.7.8.9.10|. Procedure details: To a solution of 3-(2-chloro-6-morpholinopyridin-4-yl)-4-methylaniline (1.0 equiv.) and 2-(3,6-dihydro-2H-pyran-4-yl)-4,4,5,5-tetramethyl-1,3,2-dioxaborolane (1.2 equiv.) in DME and 2M sodium carbonate (3:1, 0.1 M) was added PdCl2(dppf)-DCM adduct (0.1 equiv.). The solution was heated to 100 C for 5 hours. Upon cooling to room temperature, the solution was partitioned between water and ethyl acetate, the organic phase was dried with sodium sulfate, filtered and concentrated. The crude material w...